From a dataset of the Open Reaction Database (ORD), a public repository of structured organic reaction records. describe an organic reaction: reactants, conditions, products, and yield Reactants: example 108 ( iii ), C(C)OCCOC1=C(C(=CC=C1)N)N (3-(2-Ethoxy-ethoxy)-benzene-1,2-diamine), COC(C(Cl)(Cl)Cl)=N (2,2,2-trichloro-acetimidic acid methyl ester). Yields the product C(C)OCCOC1=CC=CC=2NC(=NC21)C(Cl)(Cl)Cl (4-(2-Ethoxy-ethoxy)-2-trichloromethyl-1H-benzoimidazole). RXN SMILES: [CH2:1]([O:3][CH2:4][CH2:5][O:6][C:7]1[CH:12]=[CH:11][CH:10]=[C:9]([NH2:13])[C:8]=1[NH2:14])[CH3:2].CO[C:17](=N)[C:18]([Cl:21])([Cl:20])[Cl:19]>>[CH2:1]([O:3][CH2:4][CH2:5][O:6][C:7]1[C:8]2[N:14]=[C:17]([C:18]([Cl:21])([Cl:20])[Cl:19])[NH:13][C:9]=2[CH:10]=[CH:11][CH:12]=1)[CH3:2]. Procedure: 4-(2-Ethoxy-ethoxy)-2-trichloromethyl-1H-benzoimidazole was prepared by a procedure according to example 108 (iii) starting from 345 mg (1.76 mmol) 3-(2-Ethoxy-ethoxy)-benzene-1,2-diamine and 0.30 mL (2.46 mmol) 2,2,2-trichloro-acetimidic acid methyl ester. The reactants are C(C1=CC=CC=C1)OC1=C(C=C(C=C1)N1CCNCC1)F (1-(4-benzyloxy-3-fluorophenyl)piperazine), ClCCC(=O)C1=CC=CC=C1 (3-chloro-1-phenylpropan-1-one), C(CCCCCCC)Br (n-octyl bromide), FC1=C(C=C(C(=C1)OC)F)N1CCNCC1 (1-(2,5-difluoro-4-methoxyphenyl)piperazine). The product is FC1=C(C=C(C(=C1)OC)F)N1CCN(CC1)CCC(=O)C1=CC=CC=C1 (3-[4-(2,5-difluoro-4-methoxyphenyl)piperazin-1-yl]-1-phenylpropan-1-one). The yield is 101.4%. RXN SMILES: C(OC1C=CC(N2CCNCC2)=CC=1F)C1C=CC=CC=1.C(Br)CCCCCCC.[F:31][C:32]1[CH:37]=[C:36]([O:38][CH3:39])[C:35]([F:40])=[CH:34][C:33]=1[N:41]1[CH2:46][CH2:45][NH:44][CH2:43][CH2:42]1.Cl[CH2:48][CH2:49][C:50]([C:52]1[CH:57]=[CH:56][CH:55]=[CH:54][CH:53]=1)=[O:51]>>[F:31][C:32]1[CH:37]=[C:36]([O:38][CH3:39])[C:35]([F:40])=[CH:34][C:33]=1[N:41]1[CH2:46][CH2:45][N:44]([CH2:48][CH2:49][C:50]([C:52]2[CH:57]=[CH:56][CH:55]=[CH:54][CH:53]=2)=[O:51])[CH2:43][CH2:42]1. Procedure: Production Example 38 was repeated except that 1-(4-benzyloxy-3-fluorophenyl)piperazine and n-octyl bromide were replaced with 1-(2,5-difluoro-4-methoxyphenyl)piperazine (228 mg) and 3-chloro-1-phenylpropan-1-one (169 mg), to provide crude 3-[4-(2,5-difluoro-4-methoxyphenyl)piperazin-1-yl]-1-phenylpropan-1-one (365 mg). Starting materials: CN (methylamine), C(C)OC(=O)C1(CNC(C1)=O)CC(=O)OCC (3-ethoxycarbonyl-5-oxo-3-pyrrolidineacetic acid, ethyl ester). Run in (1981)]in. Conditions: temperature 220 celsius. Product: CN1C(C2(CC1=O)CNC(C2)=O)=O (2-methyl-2,7-diazaspiro[4.4]nonane-1,3,8-trione). Reaction SMILES: C([O:3][C:4]([C:6]1([CH2:12][C:13]([O:15]CC)=O)[CH2:10][C:9](=[O:11])[NH:8][CH2:7]1)=O)C.[CH3:18][NH2:19]>>[CH3:18][N:19]1[C:13](=[O:15])[CH2:12][C:6]2([CH2:10][C:9](=[O:11])[NH:8][CH2:7]2)[C:4]1=[O:3]. Procedure: A solution of 20.3 g (0.084 mole) 3-ethoxycarbonyl-5-oxo-3-pyrrolidineacetic acid, ethyl ester [J. Org. Chem. 46, 2757 (1981)]in 40 ml of 40% aqueous methylamine was stirred at room temperature overnight, then placed in an oil bath and gradually heated to 220° C. over 30 minutes allowing volatiles to distill from the open flask. The crude product was crystallized from ethanol to afford 12.56 g of 2-methyl-2,7-diazaspiro[4.4]nonane-1,3,8-trione, mp 201°-204° C. The reactants are NN1C([C@H](CC1)NC(=O)OC(C)(C)C)=O ((3S)-1-amino-3-(tert-butoxycarbonylamino)-2-pyrrolidone), N1=CC=C(C=C1)N1CCC(CC1)=O (1-(4-pyridyl)-4-piperidone), 4A. Solvent: C(C)O (ethanol). Product: C(C)(C)(C)OC(=O)N[C@@H]1C(N(CC1)N=C1CCN(CC1)C1=CC=NC=C1)=O ((3S)-3-(tert-butoxycarbonylamino)-1-[1-(4-pyridyl)-4-piperidinylideneamino]-2-pyrrolidone). The yield is 111.8%. As a reaction SMILES: [NH2:1][N:2]1[CH2:6][CH2:5][C@H:4]([NH:7][C:8]([O:10][C:11]([CH3:14])([CH3:13])[CH3:12])=[O:9])[C:3]1=[O:15].[N:16]1[CH:21]=[CH:20][C:19]([N:22]2[CH2:27][CH2:26][C:25](=O)[CH2:24][CH2:23]2)=[CH:18][CH:17]=1>C(O)C>[C:11]([O:10][C:8]([NH:7][C@H:4]1[CH2:5][CH2:6][N:2]([N:1]=[C:25]2[CH2:24][CH2:23][N:22]([C:19]3[CH:20]=[CH:21][N:16]=[CH:17][CH:18]=3)[CH2:27][CH2:26]2)[C:3]1=[O:15])=[O:9])([CH3:12])([CH3:14])[CH3:13]. Reported procedure: A solution of (3S)-1-amino-3-(tert-butoxycarbonylamino)-2-pyrrolidone (1.84 g) and 1-(4-pyridyl)-4-piperidone (1.51 g) in ethanol (30 ml) was dehydrated using a Soxlet extractor packed with molecular sieves 4A while refluxing for 15 hours. The reaction mixture was concentrated to obtain (3S)-3-(tert-butoxycarbonylamino)-1-[1-(4-pyridyl)-4-piperidinylideneamino]-2-pyrrolidone (3.57 g) as a syrup. Starting materials: CC(C)(C)OC(=O)N1CCC2CN(Cc3ccccc3)C2C1, Cc1ccc(S(=O)(=O)O)cc1, CCO, O. Product: c1ccc(CN2CC3CCNCC32)cc1, Cc1ccc(S(=O)(=O)O)cc1. As a reaction SMILES: [CH2:1]([c:2]1[cH:3][cH:4][cH:5][cH:6][cH:7]1)[N:8]1[CH2:9][CH:10]2[CH2:11][CH2:12][N:13]([C:16]([O:17][C:18]([CH3:19])([CH3:20])[CH3:21])=[O:22])[CH2:14][CH:15]12.[CH3:24][c:25]1[cH:26][cH:27][c:28]([S:31](=[O:32])(=[O:33])[OH:34])[cH:29][cH:30]1.[CH3:35][CH2:36][OH:37].[OH2:23]>>[CH2:1]([c:2]1[cH:3][cH:4][cH:5][cH:6][cH:7]1)[N:8]1[CH2:9][CH:10]2[CH2:11][CH2:12][NH:13][CH2:14][CH:15]12.[CH3:24][c:25]1[cH:26][cH:27][c:28]([S:31](=[O:32])(=[O:33])[OH:34])[cH:29][cH:30]1. Product: OC(CC#N)(C1=CC=C(C=C1)Cl)C1=CC=C(C=C1)C1=CC=C(C=C1)Cl (3-hydroxy-3-(4'-chloro-4-biphenylyl)-3-p-chlorophenylpropionitrile). Reaction SMILES: [Cl:1][C:2]1[CH:7]=[CH:6][C:5]([C:8]([C:10]2[CH:15]=[CH:14][C:13]([C:16]3[CH:21]=[CH:20][C:19]([Cl:22])=[CH:18][CH:17]=3)=[CH:12][CH:11]=2)=[O:9])=[CH:4][CH:3]=1.[C:23](#[N:25])[CH3:24].[NH2-].[Na+]>C1C=CC=CC=1>[OH:9][C:8]([C:10]1[CH:15]=[CH:14][C:13]([C:16]2[CH:21]=[CH:20][C:19]([Cl:22])=[CH:18][CH:17]=2)=[CH:12][CH:11]=1)([C:5]1[CH:6]=[CH:7][C:2]([Cl:1])=[CH:3][CH:4]=1)[CH2:24][C:23]#[N:25] |f:2.3|. Starting materials: ClC1=CC=C(C=C1)C(=O)C1=CC=C(C=C1)C1=CC=C(C=C1)Cl (4'-Chloro-4-biphenylyl 4-chlorophenyl ketone), C(C)#N (acetonitrile), [NH2-].[Na+] (sodamide). Reported procedure: 4'-Chloro-4-biphenylyl 4-chlorophenyl ketone (16.4 g.) and acetonitrile (2.25 g.) were reacted in benzene in the presence of sodamide (2.5 g.) by the method of Lettre and Wick (Annalen, 1957, 603, 194) to give 3-hydroxy-3-(4'-chloro-4-biphenylyl)-3-p-chlorophenylpropionitrile, m.p. 123°C after recrystallisation from benzene; λ max (ethanol) = 260 nm. Run in C1=CC=CC=C1 (benzene). Reported procedure: The reaction was carried out in the dark. A flask charged with a solution of 1.15 (2.12 mmole) of N-(4-azido-2-nitrophenyl)-N'-(N-((2-hydroxyethyldithio)-2-ethylamidosuccinimido)-3-aminopropyl)-N'-methyl-1,3-propanediamine in a minimal amount of methanol was treated with a solution of 407.1 mg (2.12 mmole) citric acid dissolved in a minimal amount of methanol at room temperature. After stirring for 5 min the volatiles where removed in vacuo to give 1.4027 g of the desired product as a red solid. Run at time 5 minute. Yields the product C(CC(O)(C(=O)O)CC(=O)O)(=O)O.N(=[N+]=[N-])C1=CC(=C(C=C1)NCCCN(C)CCCNN1C(C(CC1=O)NC(CSSCCO)=O)=O)[N+](=O)[O-] (N-(4-azido-2-nitrophenyl)-N'-(N-((2-hydroxyethyldithio)-2-ethylamidosuccinimido)-3-aminopropyl)-N'-methyl-1,3-propanediamine Citrate Salt). Starting materials: 1.15, N(=[N+]=[N-])C1=CC(=C(C=C1)NCCCN(C)CCCNN1C(C(CC1=O)NC(CSSCCO)=O)=O)[N+](=O)[O-] (N-(4-azido-2-nitrophenyl)-N'-(N-((2-hydroxyethyldithio)-2-ethylamidosuccinimido)-3-aminopropyl)-N'-methyl-1,3-propanediamine), C(CC(O)(C(=O)O)CC(=O)O)(=O)O (citric acid). Run in CO (methanol), CO (methanol). Reaction SMILES: [N:1]([C:4]1[CH:9]=[CH:8][C:7]([NH:10][CH2:11][CH2:12][CH2:13][N:14]([CH2:16][CH2:17][CH2:18][NH:19][N:20]2[C:24](=[O:25])[CH2:23][CH:22]([NH:26][C:27](=[O:34])[CH2:28][S:29][S:30][CH2:31][CH2:32][OH:33])[C:21]2=[O:35])[CH3:15])=[C:6]([N+:36]([O-:38])=[O:37])[CH:5]=1)=[N+:2]=[N-:3].[C:39]([OH:51])(=[O:50])[CH2:40][C:41]([CH2:46][C:47]([OH:49])=[O:48])([C:43]([OH:45])=[O:44])[OH:42]>CO>[C:39]([OH:51])(=[O:50])[CH2:40][C:41]([CH2:46][C:47]([OH:49])=[O:48])([C:43]([OH:45])=[O:44])[OH:42].[N:1]([C:4]1[CH:9]=[CH:8][C:7]([NH:10][CH2:11][CH2:12][CH2:13][N:14]([CH2:16][CH2:17][CH2:18][NH:19][N:20]2[C:24](=[O:25])[CH2:23][CH:22]([NH:26][C:27](=[O:34])[CH2:28][S:29][S:30][CH2:31][CH2:32][OH:33])[C:21]2=[O:35])[CH3:15])=[C:6]([N+:36]([O-:38])=[O:37])[CH:5]=1)=[N+:2]=[N-:3] |f:3.4|. Reactants: CI, Cc1ccccc1, CC(=O)N1CCC(=C2c3ccc(Cl)cc3CCc3cccnc32)CC1. The product is CC(=O)N1CCC(=C2c3ccc(Cl)cc3CCc3ccc[n+](C)c32)CC1, [I-]. RXN SMILES: [CH3:26][I:27].[CH3:28][c:29]1[cH:30][cH:31][cH:32][cH:33][cH:34]1.[Cl:1][c:2]1[cH:3][cH:4][c:5]2[c:6]([cH:25]1)[CH2:7][CH2:8][c:9]1[c:10]([n:11][cH:12][cH:13][cH:14]1)[C:15]2=[C:16]1[CH2:17][CH2:18][N:19]([C:22]([CH3:23])=[O:24])[CH2:20][CH2:21]1>>[Cl:1][c:2]1[cH:3][cH:4][c:5]2[c:6]([cH:25]1)[CH2:7][CH2:8][c:9]1[c:10]([n+:11]([CH3:26])[cH:12][cH:13][cH:14]1)[C:15]2=[C:16]1[CH2:17][CH2:18][N:19]([C:22]([CH3:23])=[O:24])[CH2:20][CH2:21]1.[I-:27]. The reactants are Cc1ncccc1Br, CC(C)(C)O, CC(C)(C)[O-], [K+], CN(C)CCCc1cc2c(cc1Cl)NC(=O)Cc1cnc(N)nc1-2, O=C(C=Cc1ccccc1)C=Cc1ccccc1, O=C(C=Cc1ccccc1)C=Cc1ccccc1, O=C(C=Cc1ccccc1)C=Cc1ccccc1, O, [Pd], [Pd]. Product: Cc1ncccc1Nc1ncc2c(n1)-c1cc(CCCN(C)C)c(Cl)cc1NC(=O)C2. Reaction SMILES: [Br:25][c:26]1[c:27]([CH3:32])[n:28][cH:29][cH:30][cH:31]1.[C:33]([OH:34])([CH3:35])([CH3:36])[CH3:37].[CH3:38][C:39]([CH3:40])([O-:41])[CH3:42].[K+:43].[NH2:1][c:2]1[n:3][cH:4][c:5]2[c:11]([n:12]1)-[c:10]1[c:9]([cH:16][c:15]([Cl:17])[c:14]([CH2:18][CH2:19][CH2:20][N:21]([CH3:22])[CH3:23])[cH:13]1)[NH:8][C:7](=[O:24])[CH2:6]2.[O:46]=[C:47]([CH:48]=[CH:49][c:50]1[cH:51][cH:52][cH:53][cH:54][cH:55]1)[CH:56]=[CH:57][c:58]1[cH:59][cH:60][cH:61][cH:62][cH:63]1.[O:64]=[C:65]([CH:66]=[CH:67][c:68]1[cH:69][cH:70][cH:71][cH:72][cH:73]1)[CH:74]=[CH:75][c:76]1[cH:77][cH:78][cH:79][cH:80][cH:81]1.[O:82]=[C:83]([CH:84]=[CH:85][c:86]1[cH:87][cH:88][cH:89][cH:90][cH:91]1)[CH:92]=[CH:93][c:94]1[cH:95][cH:96][cH:97][cH:98][cH:99]1.[OH2:100].[Pd:44].[Pd:45]>>[NH:1]([c:2]1[n:3][cH:4][c:5]2[c:11]([n:12]1)-[c:10]1[c:9]([cH:16][c:15]([Cl:17])[c:14]([CH2:18][CH2:19][CH2:20][N:21]([CH3:22])[CH3:23])[cH:13]1)[NH:8][C:7](=[O:24])[CH2:6]2)[c:26]1[c:27]([CH3:32])[n:28][cH:29][cH:30][cH:31]1.